Dataset: the Open Reaction Database (ORD), a public repository of structured organic reaction records. Task: describe an organic reaction: reactants, conditions, products, and yield The reactants are CCCC(=O)Nc1nn(COCC[Si](C)(C)C)c2cc(Cl)c(Br)cc12, CCOC(C)=O, [Na+], [Na+], O=C([O-])[O-], C1COCCO1, O, OB(O)c1ccncc1. The product is CCCC(=O)Nc1nn(COCC[Si](C)(C)C)c2cc(Cl)c(-c3ccncc3)cc12. As a reaction SMILES: [Br:10][c:11]1[cH:12][c:13]2[c:14]([NH:29][C:30]([CH2:31][CH2:32][CH3:33])=[O:34])[n:15][n:16]([CH2:21][O:22][CH2:23][CH2:24][Si:25]([CH3:26])([CH3:27])[CH3:28])[c:17]2[cH:18][c:19]1[Cl:20].[CH3:48][CH2:49][O:50][C:51](=[O:52])[CH3:53].[Na+:35].[Na+:36].[O-:37][C:38](=[O:39])[O-:40].[O:41]1[CH2:42][CH2:43][O:44][CH2:45][CH2:46]1.[OH2:47].[n:1]1[cH:2][cH:3][c:4]([B:7]([OH:8])[OH:9])[cH:5][cH:6]1>>[n:1]1[cH:2][cH:3][c:4](-[c:11]2[cH:12][c:13]3[c:14]([NH:29][C:30]([CH2:31][CH2:32][CH3:33])=[O:34])[n:15][n:16]([CH2:21][O:22][CH2:23][CH2:24][Si:25]([CH3:26])([CH3:27])[CH3:28])[c:17]3[cH:18][c:19]2[Cl:20])[cH:5][cH:6]1. Starting materials: BrCc1cccc(-c2ccsc2)c1, CCOCC, OCC#CCO, CN(C)C=O, [H-], [Na+], O. Yields the product OCC#CCOCc1cccc(-c2ccsc2)c1. As a reaction SMILES: [Br:9][CH2:10][c:11]1[cH:12][c:13](-[c:17]2[cH:18][s:19][cH:20][cH:21]2)[cH:14][cH:15][cH:16]1.[CH2:22]([O:23][CH2:24][CH3:25])[CH3:26].[CH2:3]([C:4]#[C:5][CH2:6][OH:7])[OH:8].[CH3:27][N:28]([CH3:29])[CH:30]=[O:31].[H-:1].[Na+:2].[OH2:32]>>[CH2:3]([C:4]#[C:5][CH2:6][O:7][CH2:10][c:11]1[cH:12][c:13](-[c:17]2[cH:18][s:19][cH:20][cH:21]2)[cH:14][cH:15][cH:16]1)[OH:8]. Reactants: CCC(=CC(CNC(=O)c1cccnc1)=NO)C(C)[N+](=O)[O-], CC(C)=O, ClC(Cl)Cl, O=C(OO)c1cccc(Cl)c1. Reaction SMILES: [CH2:1]([CH3:2])[C:3](=[CH:4][C:5]([CH2:6][NH:7][C:8](=[O:9])[c:10]1[cH:11][n:12][cH:13][cH:14][cH:15]1)=[N:16][OH:17])[CH:18]([CH3:19])[N+:20](=[O:21])[O-:22].[CH3:38][C:39](=[O:40])[CH3:41].[CH:34]([Cl:35])([Cl:36])[Cl:37].[OH:23][O:24][C:25]([c:26]1[cH:27][c:28]([Cl:29])[cH:30][cH:31][cH:32]1)=[O:33]>>[CH2:1]([CH3:2])[C:3](=[CH:4][C:5]([CH2:6][NH:7][C:8](=[O:9])[c:10]1[cH:11][n+:12]([O-:23])[cH:13][cH:14][cH:15]1)=[N:16][OH:17])[CH:18]([CH3:19])[N+:20](=[O:21])[O-:22]. Yields the product CCC(=CC(CNC(=O)c1ccc[n+]([O-])c1)=NO)C(C)[N+](=O)[O-]. Starting materials: CC(C)(C)OC(=O)NC1Cc2ccc(O)cc2C1, CC(=O)O, Cl, C1COCCO1. Product: Cl, NC1Cc2ccc(O)cc2C1. Reaction SMILES: [C:1]([O:2][C:3](=[O:4])[NH:8][CH:9]1[CH2:10][c:11]2[cH:12][cH:13][c:14]([OH:18])[cH:15][c:16]2[CH2:17]1)([CH3:5])([CH3:6])[CH3:7].[CH3:26][C:27](=[O:28])[OH:29].[ClH:25].[O:19]1[CH2:20][CH2:21][O:22][CH2:23][CH2:24]1>>[ClH:25].[NH2:8][CH:9]1[CH2:10][c:11]2[cH:12][cH:13][c:14]([OH:18])[cH:15][c:16]2[CH2:17]1. The reactants are BrCC1=NN=C2N1C1=C(C(=[N+](C2)[O-])C2=CC=CC=C2)C=C(C=C1)Cl (1-bromomethyl-8-chloro-6-phenyl-4H-s-triazolo[4,3-a][1,4]benzodiazepine 5-oxide), CNC (dimethylamine). The solvent is CN(C=O)C (dimethylformamide). Product: ClC=1C=CC2=C(C(=[N+](CC=3N2C(=NN3)CN(C)C)[O-])C3=CC=CC=C3)C1 (8-chloro-1-dimethylaminomethyl-6-phenyl-4H-s-triazolo[4,3-a][1,4]benzodiazepine 5-oxide). Reaction SMILES: Br[CH2:2][C:3]1[N:7]2[C:8]3[CH:23]=[CH:22][C:21]([Cl:24])=[CH:20][C:9]=3[C:10]([C:14]3[CH:19]=[CH:18][CH:17]=[CH:16][CH:15]=3)=[N+:11]([O-:13])[CH2:12][C:6]2=[N:5][N:4]=1.[CH3:25][NH:26][CH3:27]>CN(C)C=O>[Cl:24][C:21]1[CH:22]=[CH:23][C:8]2[N:7]3[C:3]([CH2:2][N:26]([CH3:27])[CH3:25])=[N:4][N:5]=[C:6]3[CH2:12][N+:11]([O-:13])=[C:10]([C:14]3[CH:15]=[CH:16][CH:17]=[CH:18][CH:19]=3)[C:9]=2[CH:20]=1. Reported procedure: To a suspension of 2.0 parts of 1-bromomethyl-8-chloro-6-phenyl-4H-s-triazolo[4,3-a][1,4]benzodiazepine 5-oxide in 20 volume parts of dimethylformamide is added 5 volume parts of 40 weight % aqueous solution of dimethylamine under stirring, and the resulting solution is stirred for 30 minutes at room temperature. After removing the solvent, the crystalline residue is recrystallized from ethyl alcohol to give 8-chloro-1-dimethylaminomethyl-6-phenyl-4H-s-triazolo[4,3-a][1,4]benzodiazepine 5-oxide ... Reactants: CCCCO, CCN(C(C)C)C(C)C, N#Cc1cc(Cl)c(Nc2cc(C3CC3)[nH]n2)nc1Cl, CC(N)c1ccc(F)cn1, O. Product: CC(Nc1nc(Nc2cc(C3CC3)[nH]n2)c(Cl)cc1C#N)c1ccc(F)cn1. RXN SMILES: [CH2:39]([OH:40])[CH2:41][CH2:42][CH3:43].[CH:20]([N:21]([CH2:22][CH3:23])[CH:24]([CH3:25])[CH3:26])([CH3:27])[CH3:28].[Cl:1][c:2]1[c:3]([C:4]#[N:5])[cH:6][c:7]([Cl:19])[c:8]([NH:10][c:11]2[n:12][nH:13][c:14]([CH:16]3[CH2:17][CH2:18]3)[cH:15]2)[n:9]1.[F:29][c:30]1[cH:31][cH:32][c:33]([CH:36]([CH3:37])[NH2:38])[n:34][cH:35]1.[OH2:44]>>[c:2]1([NH:38][CH:36]([c:33]2[cH:32][cH:31][c:30]([F:29])[cH:35][n:34]2)[CH3:37])[c:3]([C:4]#[N:5])[cH:6][c:7]([Cl:19])[c:8]([NH:10][c:11]2[n:12][nH:13][c:14]([CH:16]3[CH2:17][CH2:18]3)[cH:15]2)[n:9]1. The reactants are Cl.N1C(OC2(C3=C1N=CC=C3)CCNCC2)=O (spiro[piperidin-4,4′-pyrido[2.3-d][1,3]oxazin]-2′(1′H)-one hydrochloride), ClC1=CC(=NC=N1)C(=O)C1=CC2=C(N(C(O2)=O)C)C(=C1)C (6-(6-chloropyrimidin-4-carbonyl)-3,4-dimethyl-3H-benzoxazol-2-one), CCN(C(C)C)C(C)C (DIPEA). Run in CN(C)C=O (DMF). Run at time 8 hour. Yields the product CN1C(OC2=C1C(=CC(=C2)C(=O)C2=CC(=NC=N2)N2CCC1(C3=C(NC(O1)=O)N=CC=C3)CC2)C)=O (1-(6-(3,4-dimethyl-2-oxo-2.3-dihydrobenzo[d]oxazol-6-carbonyl)pyrimidin-4-yl)spiro[piperidin-4,4′-pyrido[2.3-d][1,3]oxazin]-2′(1′H)-one). Reaction SMILES: Cl.[NH:2]1[C:7]2[N:8]=[CH:9][CH:10]=[CH:11][C:6]=2[C:5]2([CH2:16][CH2:15][NH:14][CH2:13][CH2:12]2)[O:4][C:3]1=[O:17].Cl[C:19]1[N:24]=[CH:23][N:22]=[C:21]([C:25]([C:27]2[CH:37]=[C:36]([CH3:38])[C:30]3[N:31]([CH3:35])[C:32](=[O:34])[O:33][C:29]=3[CH:28]=2)=[O:26])[CH:20]=1.CCN(C(C)C)C(C)C>CN(C=O)C>[CH3:35][N:31]1[C:30]2[C:36]([CH3:38])=[CH:37][C:27]([C:25]([C:21]3[N:22]=[CH:23][N:24]=[C:19]([N:14]4[CH2:13][CH2:12][C:5]5([O:4][C:3](=[O:17])[NH:2][C:7]6[N:8]=[CH:9][CH:10]=[CH:11][C:6]5=6)[CH2:16][CH2:15]4)[CH:20]=3)=[O:26])=[CH:28][C:29]=2[O:33][C:32]1=[O:34] |f:0.1|. Procedure: 55 mg (0.21 mmol) spiro[piperidin-4,4′-pyrido[2.3-d][1,3]oxazin]-2′(1′H)-one hydrochloride, 65 mg (0.21 mmol) 6-(6-chloropyrimidin-4-carbonyl)-3,4-dimethyl-3H-benzoxazol-2-one and 0.15 mL (0.84 mmol) DIPEA were combined in 1.8 mL DMF and stirred overnight at RT. Then the reaction mixture was purified by preparative HPLC-MS. The fractions containing the product were combined and freeze-dried. The reactants are NCCO (2-aminoethanol), ClC1=NC=C(C=O)C=C1 (6-chloronicotinaldehyde). Conditions: temperature 135 celsius, time 14 hour. Yields the product OCCNC1=NC=C(C=O)C=C1 (6-[(2-Hydroxyethyl)amino]nicotinaldehyde). As a reaction SMILES: [NH2:1][CH2:2][CH2:3][OH:4].Cl[C:6]1[CH:13]=[CH:12][C:9]([CH:10]=[O:11])=[CH:8][N:7]=1>>[OH:4][CH2:3][CH2:2][NH:1][C:6]1[CH:13]=[CH:12][C:9]([CH:10]=[O:11])=[CH:8][N:7]=1. Procedure: 10.12 g (165.68 mmol) of 2-aminoethanol are added to 1.00 g (7.06 mmol) of 6-chloronicotinaldehyde, and the reaction mixture is then stirred at 135° C. for 14 h. This gives a yellow solution which is fractionated by distillation in a kugelrohr apparatus (2.2 mbar, 100° C.). The fraction comprising the desired product is then directly reacted further.